From a dataset of the Open Reaction Database (ORD), a public repository of structured organic reaction records. describe an organic reaction: reactants, conditions, products, and yield The reactants are 5R, C(#N)CC(CC(CC(=O)OC(C)(C)C)=O)O (1,1-dimethylethyl 6-cyano-5-hydroxy-3-oxohexanoate), [BH4-].[Na+] (Sodium borohydride), C(C)B(OC)CC (diethylmethoxyborane), O1CCCC1 (tetrahydrofuran). Solvent: COCCOCCOCCOC (triglyme), CO (methanol). Run at time 2 hour. Product: C(#N)CC(CC(CC(=O)OC(C)(C)C)O)O (1,1-dimethylethyl 6-cyano-3,5-dihydroxyhexanoate). RXN SMILES: [C:1]([CH2:3][CH:4]([OH:16])[CH2:5][C:6](=[O:15])[CH2:7][C:8]([O:10][C:11]([CH3:14])([CH3:13])[CH3:12])=[O:9])#[N:2].C(B(CC)OC)C.O1CCCC1.[BH4-].[Na+]>CO.COCCOCCOCCOC>[C:1]([CH2:3][CH:4]([OH:16])[CH2:5][CH:6]([OH:15])[CH2:7][C:8]([O:10][C:11]([CH3:12])([CH3:14])[CH3:13])=[O:9])#[N:2] |f:3.4|. Procedure: Crude 5R 1,1-dimethylethyl 6-cyano-5-hydroxy-3-oxohexanoate (about 150 mmoles) is dissolved by adding 22 mL diethylmethoxyborane and 200 mL tetrahydrofuran. The solution is stirred for about 2 hours at room temperature, then cooled to −70° C. to −75° C., and further diluted with 25 mL methanol. Sodium borohydride (6 g) as a solution in triglyme (75 mL) is added slowly at between −65° C. to −75° C. After the addition, the reaction mixture is warmed to 15° C. to 25° C., quenched by the addition of... Starting materials: OC1=C(C=O)C=CC=C1OC (2-hydroxy-3-methoxy-benzaldehyde), BrCCC (1-bromopropane), C(=O)([O-])[O-].[K+].[K+] (K2CO3). Solvent: CC#N (MeCN). Yields the product COC=1C(=C(C=O)C=CC1)OCCC (3-Methoxy-2-propoxy-benzaldehyde). Isolated yield 101.2%. Reaction SMILES: [OH:1][C:2]1[C:9]([O:10][CH3:11])=[CH:8][CH:7]=[CH:6][C:3]=1[CH:4]=[O:5].Br[CH2:13][CH2:14][CH3:15].C([O-])([O-])=O.[K+].[K+]>CC#N>[CH3:11][O:10][C:9]1[C:2]([O:1][CH2:13][CH2:14][CH3:15])=[C:3]([CH:6]=[CH:7][CH:8]=1)[CH:4]=[O:5] |f:2.3.4|. Procedure: A suspension of 2-hydroxy-3-methoxy-benzaldehyde (10.0 g, 65.6 mmol), 1-bromopropane (60 mL, 657 mmol) and K2CO3 (11.3 g, 82.1 mmol) in MeCN (250 mL) was heated to reflux for 12 h. The mixture was cooled to ambient temperature and the solution filtered. The filtrate was concentrated to give the title compound (12.9 g, quantitative) as light yellow oil: MS (ESI) m/e 195 (M+H)+. The reactants are COc1ccc([N+](=O)[O-])c2c1CCCC(N1CCOCC1)C2, CCO. Yields the product COc1ccc(N)c2c1CCCC(N1CCOCC1)C2. Reaction SMILES: [CH3:1][O:2][c:3]1[cH:4][cH:5][c:6]([N+:20]([O-:21])=[O:22])[c:7]2[c:8]1[CH2:9][CH2:10][CH2:11][CH:12]([N:14]1[CH2:15][CH2:16][O:17][CH2:18][CH2:19]1)[CH2:13]2.[CH3:23][CH2:24][OH:25]>>[CH3:1][O:2][c:3]1[cH:4][cH:5][c:6]([NH2:20])[c:7]2[c:8]1[CH2:9][CH2:10][CH2:11][CH:12]([N:14]1[CH2:15][CH2:16][O:17][CH2:18][CH2:19]1)[CH2:13]2. The reactants are CCO, CC(=O)O, O=Cc1ccccc1, O=c1cc(O)cc(-c2ccccc2)o1, Sc1ccccc1. The product is O=c1oc(-c2ccccc2)cc(O)c1C(Sc1ccccc1)c1ccccc1. RXN SMILES: [CH3:15][CH2:16][OH:17].[CH3:33][C:34](=[O:35])[OH:36].[CH:18](=[O:19])[c:20]1[cH:21][cH:22][cH:23][cH:24][cH:25]1.[OH:1][c:2]1[cH:3][c:4](=[O:14])[o:5][c:6](-[c:8]2[cH:9][cH:10][cH:11][cH:12][cH:13]2)[cH:7]1.[SH:26][c:27]1[cH:28][cH:29][cH:30][cH:31][cH:32]1>>[OH:1][c:2]1[c:3]([CH:18]([c:20]2[cH:21][cH:22][cH:23][cH:24][cH:25]2)[S:26][c:27]2[cH:28][cH:29][cH:30][cH:31][cH:32]2)[c:4](=[O:14])[o:5][c:6](-[c:8]2[cH:9][cH:10][cH:11][cH:12][cH:13]2)[cH:7]1. Starting materials: C(C)OP(=O)(CN1C(C=2C(C1=O)=CC=CC2)=O)CC(C(=O)[O-])CC(C)C (2-[[(ethoxy)(phthalimidomethyl)phosphinyl]methyl]-4-methylvalerate). Procedure: 4.5 g of benzyl (R or S)-2-[[(ethoxy)(phthalimidomethyl)phosphinyl]methyl]-4-methylvalerate were dissolved in 120 ml of ethanol and the solution was hydrogenated over 1.6 g of 10% palladium-on-charcoal for 5.5 hours. After filtration and evaporation of the filtrate, there were obtained 3.0 g of (R or S)-2-[[(ethoxy)(phthalimidomethyl)phosphinyl]methyl]-4-methylvaleric acid in the form of A white foam. As a reaction SMILES: [CH2:1]([O:3][P:4]([CH2:18][CH:19]([CH2:23][CH:24]([CH3:26])[CH3:25])[C:20]([O-:22])=[O:21])([CH2:6][N:7]1[C:11](=[O:12])[C:10]2=[CH:13][CH:14]=[CH:15][CH:16]=[C:9]2[C:8]1=[O:17])=[O:5])[CH3:2]>C(O)C.[Pd]>[CH2:1]([O:3][P:4]([CH2:18][CH:19]([CH2:23][CH:24]([CH3:25])[CH3:26])[C:20]([OH:22])=[O:21])([CH2:6][N:7]1[C:8](=[O:17])[C:9]2=[CH:16][CH:15]=[CH:14][CH:13]=[C:10]2[C:11]1=[O:12])=[O:5])[CH3:2]. The product is C(C)OP(=O)(CN1C(C=2C(C1=O)=CC=CC2)=O)CC(C(=O)O)CC(C)C (2-[[(ethoxy)(phthalimidomethyl)phosphinyl]methyl]-4-methylvaleric acid). Solvent: C(C)O (ethanol). The reagents and catalysts are [Pd] (palladium-on-charcoal). Starting materials: N1=C(Cl)N=C(Cl)N=C1Cl (cyanuric chloride), CN(C=O)C (N,N-dimethylformamide), BrC=1C(=C(C=C(C1C)Cl)C(C)O)OCC (1-(3-bromo-5-chloro-2-ethoxy-4-methylphenyl)ethanol). The solvent is C(Cl)Cl (methylene chloride), C(Cl)Cl (methylene chloride). Conditions: time 10 minute. Product: BrC=1C(=C(C=C(C1OCC)C(C)Cl)Cl)C (3-Bromo-1-chloro-5-(1-chloroethyl)-4-ethoxy-2-methylbenzene). RXN SMILES: N1C(Cl)=NC(Cl)=NC=1[Cl:3].CN(C)C=O.[Br:15][C:16]1[C:17]([O:27][CH2:28][CH3:29])=[C:18]([CH:24](O)[CH3:25])[CH:19]=[C:20]([Cl:23])[C:21]=1[CH3:22]>C(Cl)Cl>[Br:15][C:16]1[C:21]([CH3:22])=[C:20]([Cl:23])[CH:19]=[C:18]([CH:24]([Cl:3])[CH3:25])[C:17]=1[O:27][CH2:28][CH3:29]. Procedure: A mixture of cyanuric chloride (1.7 g, 9.2 mmol) and N,N-dimethylformamide (710 μL, 9.2 mmol) was stirred at room temperature for 10 minutes and then a solution of 1-(3-bromo-5-chloro-2-ethoxy-4-methylphenyl)ethanol (1.72 g, 6.15 mmol) in methylene chloride (34 mL) was added and the reaction was stirred at room temperature overnight. The mixture was diluted with methylene chloride, washed with sat. NaHCO3, water, brine, dried over Na2SO4, filtered and concentrated. The crude product was purified...